This data is from the Open Reaction Database (ORD), a public repository of structured organic reaction records. The task is: describe an organic reaction: reactants, conditions, products, and yield Reactants: O=C(CCOC1C(O)C(CO)OC1n1ccc(=O)n(C(=O)c2ccccc2)c1=O)OCC(F)(F)F, COc1ccc(C(Cl)(c2ccccc2)c2ccc(OC)cc2)cc1, c1ccncc1. Product: COc1ccc(C(OCC2OC(n3ccc(=O)n(C(=O)c4ccccc4)c3=O)C(OCCC(=O)OCC(F)(F)F)C2O)(c2ccccc2)c2ccc(OC)cc2)cc1. RXN SMILES: [C:1]([c:2]1[cH:3][cH:4][cH:5][cH:6][cH:7]1)(=[O:8])[n:9]1[c:10](=[O:35])[n:11]([CH:12]2[CH:13]([O:14][CH2:15][CH2:16][C:17](=[O:18])[O:19][CH2:20][C:21]([F:22])([F:23])[F:24])[CH:25]([OH:26])[CH:27]([CH2:28][OH:29])[O:30]2)[cH:31][cH:32][c:33]1=[O:34].[CH3:36][O:37][c:38]1[cH:39][cH:40][c:41]([C:42]([c:43]2[cH:44][cH:45][c:46]([O:49][CH3:50])[cH:47][cH:48]2)([c:51]2[cH:52][cH:53][cH:54][cH:55][cH:56]2)[Cl:57])[cH:58][cH:59]1.[cH:60]1[cH:61][cH:62][n:63][cH:64][cH:65]1>>[C:1]([c:2]1[cH:3][cH:4][cH:5][cH:6][cH:7]1)(=[O:8])[n:9]1[c:10](=[O:35])[n:11]([CH:12]2[CH:13]([O:14][CH2:15][CH2:16][C:17](=[O:18])[O:19][CH2:20][C:21]([F:22])([F:23])[F:24])[CH:25]([OH:26])[CH:27]([CH2:28][O:29][C:42]([c:41]3[cH:40][cH:39][c:38]([O:37][CH3:36])[cH:59][cH:58]3)([c:43]3[cH:44][cH:45][c:46]([O:49][CH3:50])[cH:47][cH:48]3)[c:51]3[cH:52][cH:53][cH:54][cH:55][cH:56]3)[O:30]2)[cH:31][cH:32][c:33]1=[O:34]. Starting materials: ice, Cl(=O)(=O)(=O)[O-].[Li+] (lithium perchlorate), C[Mg]Br (methyl magnesium bromide), CCOCC (ether), CC1(CC(SC2=CC=C(C=C12)Br)=O)C (4,4-dimethyl-6-bromo-2-oxo-thiochroman), CC1(CC(SC2=CC=C(C=C12)Br)=O)C (4,4-dimethyl-6-bromo-2-oxo-thiochroman). Product: BrC1=CC(=C(C=C1)S)C(CC(C)(O)C)(C)C (4-Bromo-2-(1,1,3-trimethyl-3-hydroxybutyl) thiophenol). As a reaction SMILES: Cl([O-])(=O)(=O)=O.[Li+].[CH3:7][Mg]Br.[CH3:10][C:11]1([CH3:23])[C:20]2[C:15](=[CH:16][CH:17]=[C:18]([Br:21])[CH:19]=2)[S:14]C(=O)[CH2:12]1.CC[O:26][CH2:27][CH3:28]>>[Br:21][C:18]1[CH:17]=[CH:16][C:15]([SH:14])=[C:20]([C:11]([CH3:12])([CH3:23])[CH2:10][C:27]([CH3:28])([OH:26])[CH3:7])[CH:19]=1 |f:0.1|. Reported procedure: To 3.49 g (32.8 mmol) of lithium perchlorate was added under argon 35 ml of 3.0M (105 mmol) methyl magnesium bromide in ether. The above mixture was treated dropwise with 1stirring with a solution of 2.961 g (10.926 mmol) of 4,4-dimethyl-6-bromo-2-oxo-thiochroman (Compound 31) and the reaction mixture was then heated at reflux for 70 h. The reaction mixture was then allowed to cool and poured onto a mixture of 100 g of ice and 8 ml of conc. H2S04. The organic layer was separated and the aqueous ... Reactants: Cl.COC=1C=C(C=CC1OC)C=1C(C(N(N1)C1CCNCC1)=O)(C)C (5-(3,4-dimethoxyphenyl)-4,4-dimethyl-2-(piperidin-4-yl)-2,4-dihydro-3H-pyrazol-3-one hydrochloride), Cl.COC=1C=C(C=CC1OC)C=1C(C(N(N1)C1CCNCC1)=O)(C)C (5-(3,4-dimethoxyphenyl)-4,4-dimethyl-2-(piperidin-4-yl)-2,4-dihydro-3H-pyrazol-3-one hydrochloride), N1=C(C=CC=C1)C(=O)O (pyridine-2-carboxylic acid). The product is COC=1C=C(C=CC1OC)C=1C(C(N(N1)C1CCN(CC1)C(=O)C1=NC=CC=C1)=O)(C)C (5-(3,4-Dimethoxyphenyl)-4,4-dimethyl-2-[1-(pyridin-2-ylcarbonyl)piperidin-4-yl]-2,4-dihydro-3H-pyrazol-3-one). As a reaction SMILES: Cl.[CH3:2][O:3][C:4]1[CH:5]=[C:6]([C:12]2[C:13]([CH3:25])([CH3:24])[C:14](=[O:23])[N:15]([CH:17]3[CH2:22][CH2:21][NH:20][CH2:19][CH2:18]3)[N:16]=2)[CH:7]=[CH:8][C:9]=1[O:10][CH3:11].[N:26]1[CH:31]=[CH:30][CH:29]=[CH:28][C:27]=1[C:32](O)=[O:33]>>[CH3:2][O:3][C:4]1[CH:5]=[C:6]([C:12]2[C:13]([CH3:25])([CH3:24])[C:14](=[O:23])[N:15]([CH:17]3[CH2:22][CH2:21][N:20]([C:32]([C:27]4[CH:28]=[CH:29][CH:30]=[CH:31][N:26]=4)=[O:33])[CH2:19][CH2:18]3)[N:16]=2)[CH:7]=[CH:8][C:9]=1[O:10][CH3:11] |f:0.1|. Procedure: The title compound is prepared analogously as described for GP2-WU2 using 5-(3,4-dimethoxyphenyl)-4,4-dimethyl-2-(piperidin-4-yl)-2,4-dihydro-3H-pyrazol-3-one (compound B1) and pyridine-2-carboxylic acid as starting compounds. The crude product is purified by chromatography (amino phase silica gel and DCM) to yield the title compound. The reactants are O (Water), Cl (hydrochloric acid), C(#N)C1=C(C(=CC(=C1)C#N)OC)O (2,4-dicyano-6-methoxyphenol), solution, B(Br)(Br)Br (BBr3). Solvent: ClCCl (dichloromethane), ClCCl (dichloromethane). Conditions: time 8 hour. Yields the product C(#N)C1=C(C(O)=CC(=C1)C#N)O (3,5-Dicyanocatechol). RXN SMILES: [C:1]([C:3]1[CH:8]=[C:7]([C:9]#[N:10])[CH:6]=[C:5]([O:11]C)[C:4]=1[OH:13])#[N:2].B(Br)(Br)Br.O.Cl>ClCCl>[C:1]([C:3]1[CH:8]=[C:7]([C:9]#[N:10])[CH:6]=[C:5]([OH:11])[C:4]=1[OH:13])#[N:2]. Reported procedure: To a solution containing 2,4-dicyano-6-methoxyphenol in 20 ml of dichloromethane 20 ml of 1 molar solution of BBr3 in dichloromethane was added. The solution was stirred overnight at room temperature. Water and hydrochloric acid were added and the mixture was extracted with dichloromethane. The solvent was evaporated. Yield 0.8 g (50%), m.p. 300° C. (decomp.).